Dataset: the Open Reaction Database (ORD), a public repository of structured organic reaction records. Task: describe an organic reaction: reactants, conditions, products, and yield The reactants are C(#N)C1=CC=C(C=C1)[C@@H]1CC[C@H](CC1)CC=O (2-[trans-4-(p-cyanophenyl)cyclohexyl]acetaldehyde), solid, potassium t-butylate, [Cl-].COC[P+](C1=CC=CC=C1)(C1=CC=CC=C1)C1=CC=CC=C1 (methoxymethyl-triphenylphosphonium chloride). The solvent is O1CCCC1 (tetrahydrofuran), COC(C)(C)C (t-butyl methyl ether). Reaction conditions: temperature 0 celsius, time 1 hour. Product: COC=CC[C@@H]1CC[C@H](CC1)C1=CC=C(C#N)C=C1 (p-[trans-4-(3-methoxy-2-propenyl)cyclohexyl]benzonitrile). Yield: 95.4%. As a reaction SMILES: [Cl-].[CH3:2][O:3][CH2:4][P+](C1C=CC=CC=1)(C1C=CC=CC=1)C1C=CC=CC=1.[C:24]([C:26]1[CH:31]=[CH:30][C:29]([C@H:32]2[CH2:37][CH2:36][C@H:35]([CH2:38][CH:39]=O)[CH2:34][CH2:33]2)=[CH:28][CH:27]=1)#[N:25]>COC(C)(C)C.O1CCCC1>[CH3:2][O:3][CH:4]=[CH:39][CH2:38][C@H:35]1[CH2:34][CH2:33][C@H:32]([C:29]2[CH:28]=[CH:27][C:26]([C:24]#[N:25])=[CH:31][CH:30]=2)[CH2:37][CH2:36]1 |f:0.1|. Procedure details: A suspension of 22.2 g of methoxymethyl-triphenylphosphonium chloride in 150 ml of t-butyl methyl ether was treated with 7.4 g of solid potassium t-butylate at 0° C. within 3 minutes while gassing with argon in a sulphonation flask provided with a mechanical stirrer. The orange suspension was stirred at 0° C. for 1 hour and then treated dropwise within 10 minutes with a solution of 9.8 g of 2-[trans-4-(p-cyanophenyl)cyclohexyl]acetaldehyde in 100 ml of tetrahydrofuran. Subsequently, the suspensi... RXN SMILES: [CH2:49]([N+:50]([CH2:51][CH2:52][CH2:53][CH3:54])([CH2:55][CH2:56][CH2:57][CH3:58])[CH2:59][CH2:60][CH2:61][CH3:62])[CH2:63][CH2:64][CH3:65].[CH3:45][C:46]#[N:47].[CH:36]([N:37]([CH2:38][CH3:39])[CH:40]([CH3:41])[CH3:42])([CH3:43])[CH3:44].[Cl:26][c:27]1[cH:28][c:29]([CH2:30][Cl:31])[cH:32][cH:33][c:34]1[Cl:35].[I-:48].[NH:1]1[CH2:2][CH2:3][c:4]2[cH:5][cH:6][cH:7][c:8]([C:10](=[O:11])[NH:12][C:13]3([c:16]4[cH:17][cH:18][c:19]([C:20](=[O:21])[O:22][CH3:23])[cH:24][cH:25]4)[CH2:14][CH2:15]3)[c:9]21>>[N:1]1([CH2:30][c:29]2[cH:28][c:27]([Cl:26])[c:34]([Cl:35])[cH:33][cH:32]2)[CH2:2][CH2:3][c:4]2[cH:5][cH:6][cH:7][c:8]([C:10](=[O:11])[NH:12][C:13]3([c:16]4[cH:17][cH:18][c:19]([C:20](=[O:21])[O:22][CH3:23])[cH:24][cH:25]4)[CH2:14][CH2:15]3)[c:9]21. Starting materials: CCCC[N+](CCCC)(CCCC)CCCC, CC#N, CCN(C(C)C)C(C)C, ClCc1ccc(Cl)c(Cl)c1, [I-], COC(=O)c1ccc(C2(NC(=O)c3cccc4c3NCC4)CC2)cc1. The product is COC(=O)c1ccc(C2(NC(=O)c3cccc4c3N(Cc3ccc(Cl)c(Cl)c3)CC4)CC2)cc1. The reactants are CC(C)CN, O=C(O)c1cnc(Cl)c2[nH]ccc12. The product is CC(C)CNC(=O)c1cnc(Cl)c2[nH]ccc12. As a reaction SMILES: [CH2:14]([CH:15]([CH3:16])[CH3:17])[NH2:18].[Cl:1][c:2]1[n:3][cH:4][c:5]([C:11](=[O:12])[OH:13])[c:6]2[c:7]1[nH:8][cH:9][cH:10]2>>[Cl:1][c:2]1[n:3][cH:4][c:5]([C:11](=[O:13])[NH:18][CH2:14][CH:15]([CH3:16])[CH3:17])[c:6]2[c:7]1[nH:8][cH:9][cH:10]2. Conditions: temperature 120 celsius. The product is CC1=CC(=CC=2C3=C(OC21)C=C(C=C3Cl)Cl)Cl (6-methyl 1,3,8-trichlorodibenzofuran). Procedure details: 20 gms. of 2-methyl-4-chlorophenol (Aldrich Chemicals) and 5 gms. of 2,4,6-trichloroaniline (Aldrich Chemicals) were mixed and heated with stirring to 120° C. 6 mls. of isoamyl nitrate was added dropwise over a thirty minute period and the mixture was stirred for 18 hours at 120° C. The excess phenol was removed by evaporation and the residue was adsorbed on silica gel and added to the top of a silica gel column packed with petroleum spirit/diethylether (3:7). The column was eluted with 500 ml. ... As a reaction SMILES: [CH3:1][C:2]1[CH:7]=[C:6]([Cl:8])[CH:5]=[CH:4][C:3]=1[OH:9].[Cl:10][C:11]1[CH:17]=[C:16](Cl)[CH:15]=[C:14]([Cl:19])[C:12]=1N.[N+]([O-])(OCCC(C)C)=O>>[CH3:1][C:2]1[C:3]2[O:9][C:16]3[CH:15]=[C:14]([Cl:19])[CH:12]=[C:11]([Cl:10])[C:17]=3[C:4]=2[CH:5]=[C:6]([Cl:8])[CH:7]=1. Reactants: CC1=C(C=CC(=C1)Cl)O (2-methyl-4-chlorophenol), ClC1=C(N)C(=CC(=C1)Cl)Cl (2,4,6-trichloroaniline), [N+](=O)(OCCC(C)C)[O-] (isoamyl nitrate).